From a dataset of the Open Reaction Database (ORD), a public repository of structured organic reaction records. describe an organic reaction: reactants, conditions, products, and yield Starting materials: N1=C(Cl)N=C(Cl)N=C1Cl (cyanuric chloride), ice water, C1(=CC=CC=C1)NC#N.[Na] (sodium phenylcyanamide). Run in O1CCOCC1 (dioxane), O (water). Run at time 3 hour. Product: C(#N)N(C1=CC=CC=C1)C1=NC(=NC(=N1)N(C1=CC=CC=C1)C#N)N(C1=CC=CC=C1)C#N (Tris-(N-Cyanoanilino)-s-Triazine). As a reaction SMILES: [N:1]1[C:8](Cl)=[N:7][C:5](Cl)=[N:4][C:2]=1Cl.[C:10]1([NH:16][C:17]#[N:18])[CH:15]=[CH:14][CH:13]=[CH:12][CH:11]=1.[Na]>O1CCOCC1.O>[C:17]([N:16]([C:2]1[N:4]=[C:5]([N:16]([C:17]#[N:18])[C:10]2[CH:15]=[CH:14][CH:13]=[CH:12][CH:11]=2)[N:7]=[C:8]([N:16]([C:17]#[N:18])[C:10]2[CH:15]=[CH:14][CH:13]=[CH:12][CH:11]=2)[N:1]=1)[C:10]1[CH:15]=[CH:14][CH:13]=[CH:12][CH:11]=1)#[N:18] |f:1.2,^1:18|. Procedure details: A solution of 9.20g (0.05 mole) of cyanuric chloride in 100 ml of dioxane was added to 100 ml of ice water. To this mixture at room temperature was added dropwise a solution of 0.15 mole of sodium phenylcyanamide in 70 ml of water over a 30 minute period. After stirring for 3 hours at room temperature, the reaction mixture was refluxed for 16 hours. After cooling to room temperature the reaction mixture was filtered. The residue was washed with water and dried to give 17.2g (80%) of of TNCT, m.p... Reactants: [OH-].[Na+] (NaOH), methyl ester, C(=O)(O)C=1C=CC=C(C[C@H](N)C(=O)N)C1.N=1C(N=C2C1C=CC=C2)=O (benzimidazol-2-one-5-carboxy-(L-phenylalanine)-amide), C(C)O (ethanol). The solvent is CO (methanol), CO (methanol). Product: O=C1NC2=C(N1)C=CC(=C2)C(=O)NC(C(=O)O)CC2=CC=CC=C2 (2-{[(2-oxo-2,3-dihydro-1H-1,3-benzimidazol-5-yl)carbonyl]amino}-3-phenyl propanoic acid). Yield: 97.0%. As a reaction SMILES: [OH-:1].[Na+].C([C:6]1[CH:7]=[CH:8][CH:9]=[C:10]([CH:17]=1)[CH2:11][C@@H:12]([C:14](N)=[O:15])[NH2:13])(O)=O.[N:18]1[C:19](=[O:27])[N:20]=[C:21]2[CH:26]=[CH:25][CH:24]=[CH:23][C:22]=12.[CH2:28]([OH:30])C>CO>[O:27]=[C:19]1[NH:20][C:21]2[CH:26]=[CH:25][C:24]([C:28]([NH:13][CH:12]([CH2:11][C:10]3[CH:17]=[CH:6][CH:7]=[CH:8][CH:9]=3)[C:14]([OH:15])=[O:1])=[O:30])=[CH:23][C:22]=2[NH:18]1 |f:0.1,2.3|. Reported procedure: 1M aq NaOH (0.75 mL, 0.75 mmol) was added to the methyl ester adduct of benzimidazol-2-one-5-carboxy-(L-phenylalanine)-amide (11) (65 mg, 0.1917 mmol) dissolved in methanol (7.5 mL) and this stirred overnight at room temperature. The volume was increased then increased to 50 mL by the addition of further methanol and the pH then carefully adjusted from 10 to 5 by the addition of Dowex 50 W-X8(H+) resin. The resin was rapidly filtered off, washed with further methanol (4×20 mL) and the combined f... Starting materials: COC(=O)c1ccc(Br)c(O)c1, O=C([O-])[O-], Cc1ccccc1, [K+], [K+], [Pd], Cc1ccccc1B(O)O, c1ccc(P(c2ccccc2)c2ccccc2)cc1, c1ccc(P(c2ccccc2)c2ccccc2)cc1, c1ccc(P(c2ccccc2)c2ccccc2)cc1, c1ccc(P(c2ccccc2)c2ccccc2)cc1. The product is COC(=O)c1ccc(-c2ccccc2C)c(O)c1. RXN SMILES: [Br:1][c:2]1[c:3]([OH:12])[cH:4][c:5]([C:6](=[O:7])[O:8][CH3:9])[cH:10][cH:11]1.[C:23](=[O:24])([O-:25])[O-:26].[CH3:106][c:107]1[cH:108][cH:109][cH:110][cH:111][cH:112]1.[K+:27].[K+:28].[Pd:29].[c:13]1([CH3:22])[c:14]([B:19]([OH:20])[OH:21])[cH:15][cH:16][cH:17][cH:18]1.[c:30]1([P:31]([c:32]2[cH:33][cH:34][cH:35][cH:36][cH:37]2)[c:38]2[cH:39][cH:40][cH:41][cH:42][cH:43]2)[cH:44][cH:45][cH:46][cH:47][cH:48]1.[c:49]1([P:50]([c:51]2[cH:52][cH:53][cH:54][cH:55][cH:56]2)[c:57]2[cH:58][cH:59][cH:60][cH:61][cH:62]2)[cH:63][cH:64][cH:65][cH:66][cH:67]1.[c:68]1([P:69]([c:70]2[cH:71][cH:72][cH:73][cH:74][cH:75]2)[c:76]2[cH:77][cH:78][cH:79][cH:80][cH:81]2)[cH:82][cH:83][cH:84][cH:85][cH:86]1.[c:87]1([P:88]([c:89]2[cH:90][cH:91][cH:92][cH:93][cH:94]2)[c:95]2[cH:96][cH:97][cH:98][cH:99][cH:100]2)[cH:101][cH:102][cH:103][cH:104][cH:105]1>>[c:2]1(-[c:14]2[c:13]([CH3:22])[cH:18][cH:17][cH:16][cH:15]2)[c:3]([OH:12])[cH:4][c:5]([C:6](=[O:7])[O:8][CH3:9])[cH:10][cH:11]1. Reactants: [Al+3].[Cl-].[Cl-].[Cl-] (AlCl3), BrC=1C=C(C=CC1)C (3-bromotoluene), [Cl-].[NH4+] (ammonium chloride), ClC(C(=O)OCC)=O (ethyl chlorooxoacetate). The reagents and catalysts are [Au] (gold). Solvent: ClC(C)Cl (dichloroethane). Reaction conditions: time 4 hour. Yields the product Et2O Hexanes, BrC1=CC(=C(C=C1)C(C(=O)OCC)=O)C (ethyl (4-bromo-2-methylphenyl)-(oxo)acetate). Yield: 51.1%. As a reaction SMILES: [Al+3].[Cl-].[Cl-].[Cl-].Cl[C:6](=[O:12])[C:7]([O:9][CH2:10][CH3:11])=[O:8].[Br:13][C:14]1[CH:15]=[C:16]([CH3:20])[CH:17]=[CH:18][CH:19]=1.[Cl-].[NH4+]>ClC(Cl)C.[Au]>[Br:13][C:14]1[CH:19]=[CH:18][C:17]([C:6](=[O:12])[C:7]([O:9][CH2:10][CH3:11])=[O:8])=[C:16]([CH3:20])[CH:15]=1 |f:0.1.2.3,6.7|. Procedure details: To a suspension of AlCl3 (20.3 g, 152 mmol) in dichloroethane (250 mL, DCE) was added ethyl chlorooxoacetate (16.8 g, 123 mmol) at room temperature. To the resulting gold solution was added 3-bromotoluene (20.0 g, 117 mmol) and the dark solution was stirred at room temperature for 4 h. The reaction was cooled to 0° C. and saturated aqueous ammonium chloride was slowly added. The phases were separated and the DCE layer was washed with additional ammonium chloride, dried (Na2SO4), filtered, and th... Reactants: N1=CC=CC=C1 (pyridine), OC1COCC1 (3-hydroxy tetrahydrofuran), resultant solution, BrCC(=O)Br (bromoacetyl bromide), C(Cl)C1CO1 (Epichlorohydrin). Solvent: C1=CC=CC=C1 (benzene). Run at time 1 hour. Product: BrCC(=O)OC1COCC1 (3-bromoacetoxy tetrahydrofuran). RXN SMILES: [OH:1][CH:2]1[CH2:6][CH2:5][O:4][CH2:3]1.[Br:7][CH2:8][C:9](Br)=[O:10].N1C=CC=CC=1.C(C1OC1)Cl>C1C=CC=CC=1>[Br:7][CH2:8][C:9]([O:1][CH:2]1[CH2:6][CH2:5][O:4][CH2:3]1)=[O:10]. Procedure details: In a four-neck, 2-liter flask, 42.5 g (0.48 mole) 3-hydroxy tetrahydrofuran was dissolved in 600 ml benzene. The resultant solution was cooled to below 20°C in an ice-water bath. 135.3 g (58.4 ml, 0.67 mole) bromoacetyl bromide was then added to the solution. 75.9 g (77.6 ml, 0.96 mole) pyridine was added dropwise to the solution over a 30-minute period. When the addition was complete, stirring was continued for 1 hour at the above temperature. The reaction mixture was then removed from the cool... Starting materials: C(=O)(N1C=NC=C1)N1C=NC=C1 (1,1'-carbonyldiimidazole), C(C)N(CCCCN)CC (N,N-diethyl-1,4-butanediamine), C1(=CC=CC=C1)S(=O)(=O)CCNC(C)C (N-[2-(phenylsulfonyl)ethyl]-2-propanamine). The solvent is O1CCCC1 (tetrahydrofuran), O1CCCC1 (tetrahydrofuran). The product is C(C)N(CCCCNC(N(CCS(=O)(=O)C1=CC=CC=C1)C(C)C)=O)CC (N'-[4-(Diethylamino)butyl]-N-(1-methylethyl)-N-[2-(phenylsulfonyl)ethyl]urea). Yield: 26.2%. RXN SMILES: [C:1](N1C=CN=C1)(N1C=CN=C1)=[O:2].[CH2:13]([N:15]([CH2:21][CH3:22])[CH2:16][CH2:17][CH2:18][CH2:19][NH2:20])[CH3:14].[C:23]1([S:29]([CH2:32][CH2:33][NH:34][CH:35]([CH3:37])[CH3:36])(=[O:31])=[O:30])[CH:28]=[CH:27][CH:26]=[CH:25][CH:24]=1>O1CCCC1>[CH2:13]([N:15]([CH2:21][CH3:22])[CH2:16][CH2:17][CH2:18][CH2:19][NH:20][C:1](=[O:2])[N:34]([CH:35]([CH3:37])[CH3:36])[CH2:33][CH2:32][S:29]([C:23]1[CH:24]=[CH:25][CH:26]=[CH:27][CH:28]=1)(=[O:30])=[O:31])[CH3:14]. Procedure details: A solution of 4.40 g (0.0272 mole) of 1,1'-carbonyldiimidazole and 3.46 g (0.024 mole) of N,N-diethyl-1,4-butanediamine in 400 ml of tetrahydrofuran was stirred at room temperature for 1 hr. A solution of 5.00 g (0.0220 mole) of N-[2-(phenylsulfonyl)ethyl]-2-propanamine in 50 ml of tetrahydrofuran was added, and the solution was refluxed overnight. The solvent was removed in vacuo, and the residue was dissolved in 600 ml of a 50/50 mixture of ether and methylene chloride. The organic solution wa...